This data is from the Open Reaction Database (ORD), a public repository of structured organic reaction records. The task is: describe an organic reaction: reactants, conditions, products, and yield Starting materials: C1(=CC=C(C=C1)S(=O)(=O)[O-])C (p-toluenesulphonate), NC1=CC=C(OCC(=O)OCC)C=C1 (ethyl 4-aminophenoxyacetate), C(#N)C1=CC=C(C(=O)N=C=O)C=C1 (4-cyanobenzoyl isocyanate), C(C)(C)N(CC)C(C)C (diisopropylethylamine). The solvent is C(C)#N (acetonitrile). Run at time 1.5 hour. Yields the product C(#N)C1=CC=C(C(=O)NC(NC2=CC=C(OCC(=O)OCC)C=C2)=O)C=C1 (ethyl 4-[3-(4-cyanobenzoyl)ureido]phenoxyacetate). The yield is 80.7%. RXN SMILES: C1(C)C=CC(S([O-])(=O)=O)=CC=1.[NH2:12][C:13]1[CH:25]=[CH:24][C:16]([O:17][CH2:18][C:19]([O:21][CH2:22][CH3:23])=[O:20])=[CH:15][CH:14]=1.[C:26]([C:28]1[CH:38]=[CH:37][C:31]([C:32]([N:34]=[C:35]=[O:36])=[O:33])=[CH:30][CH:29]=1)#[N:27].C(N(C(C)C)CC)(C)C>C(#N)C>[C:26]([C:28]1[CH:29]=[CH:30][C:31]([C:32]([NH:34][C:35](=[O:36])[NH:12][C:13]2[CH:14]=[CH:15][C:16]([O:17][CH2:18][C:19]([O:21][CH2:22][CH3:23])=[O:20])=[CH:24][CH:25]=2)=[O:33])=[CH:37][CH:38]=1)#[N:27]. Procedure: In a similar manner to Example 1, starting material step (a), the p-toluenesulphonate salt of ethyl 4-aminophenoxyacetate (12.9 g, preparation described by Coutts, I. G. C. et al (1985), J. Chem. Soc. Perkin I, 1829), 4-cyanobenzoyl isocyanate (5.9 g), acetonitrile (400 ml total) and diisopropylethylamine (6.5 ml) were reacted to give, after stirring at ambient temperature for 1.5 hours, a solid, which was crystallised from acetonitrile/ethanol to give ethyl 4-[3-(4-cyanobenzoyl)ureido]phenoxyac... The reactants are OS(=O)(=O)[O-].[K+] (KHSO4), [H-].[Na+] (NaH), BrCC#C (3-bromopropyne), O1C=NCC1 (2-oxazoline). Solvent: C1CCOC1 (THF). Reaction conditions: temperature 50 celsius, time 1 hour. The product is O=C1OC=CN1CC#C (3-(2-oxo-1,3-Oxazolin-3-yl)-1-propyne). Yield: 71.0%. RXN SMILES: [O:1]1[CH2:5][CH2:4][N:3]=[CH:2]1.[H-].[Na+].Br[CH2:9][C:10]#[CH:11].[OH:12]S([O-])(=O)=O.[K+]>C1COCC1>[O:12]=[C:2]1[N:3]([CH2:9][C:10]#[CH:11])[CH:4]=[CH:5][O:1]1 |f:1.2,4.5|. Procedure details: To a suspension of 2-oxazoline (1.0 g, 11.5 mmol) in THF (40 mL) was added 60% NaH (460 mg, 11.5 mmol) and 3-bromopropyne (1. 0 mL, 11.2 mmol). The mixture was stirred for 1 h at 50° C. then for 3 h at 60° C., poured into aqueous 5% KHSO4, and extracted with ethyl acetate. The Organic layers were dried over MgSO4 and concentrated. The residue was purified by silica gel column chromatography with 1:1 hexane/ethyl acetate to give the title compound (1.02 g, 71%). Reactants: [Br-], O=Cc1ccncc1Br, C1CCOC1, C[Mg+]. The product is CC(O)c1ccncc1Br. As a reaction SMILES: [Br-:1].[Br:4][c:5]1[cH:6][n:7][cH:8][cH:9][c:10]1[CH:11]=[O:12].[CH2:13]1[O:14][CH2:15][CH2:16][CH2:17]1.[CH3:2][Mg+:3]>>[CH3:2][CH:11]([c:10]1[c:5]([Br:4])[cH:6][n:7][cH:8][cH:9]1)[OH:12]. Reactants: CC(=O)C1=CC(=CC(=C1)C(F)(F)F)C(F)(F)F (3,5-bis(trifluoromethyl)acetophenone), BrBr (bromine). The solvent is C(C)(=O)O (acetic acid). Conditions: time 1 hour. Product: FC(C=1C=C(C=C(C1)C(F)(F)F)C(CBr)=O)(F)F (1-[3,5-bis(trifluoromethyl)phenyl]-2-bromoethanone). Yield: 88.1%. As a reaction SMILES: [CH3:1][C:2]([C:4]1[CH:9]=[C:8]([C:10]([F:13])([F:12])[F:11])[CH:7]=[C:6]([C:14]([F:17])([F:16])[F:15])[CH:5]=1)=[O:3].[Br:18]Br>C(O)(=O)C>[F:17][C:14]([F:15])([F:16])[C:6]1[CH:5]=[C:4]([C:2](=[O:3])[CH2:1][Br:18])[CH:9]=[C:8]([C:10]([F:11])([F:12])[F:13])[CH:7]=1. Reported procedure: To a stirred solution of 3,5-bis(trifluoromethyl)acetophenone (50.0 g, 195.2 mmol) in acetic acid (200 mL) was added dropwise at 90° C. bromine (31.2 g, 195.2 mmol). After the initiation of the reaction (3-4 drops), the oil bath was removed and the mixture was stirred at room temperature for 1 h. To this mixture was added water (50 mL) and the mixture was concentrated under reduced pressure. The resulting residue was partitioned between ethyl acetate (500 mL) and water (500 mL). The organic laye...